From a dataset of the Open Reaction Database (ORD), a public repository of structured organic reaction records. describe an organic reaction: reactants, conditions, products, and yield The reactants are BrC=1C=C2C(=CNC2=CC1)C[C@@H]1N(CCC1)C ((R)-5-bromo-3-(1-methyl-2-pyrrolidinylmethyl)-1H-indole), [OH-].[K+] (potassium hydroxide), C1(=CC=C(C=C1)S(=O)(=O)Cl)C (Para-toluenesulfonyl chloride). Yield: 65.0%. Product: BrC=1C=C2C(=CN(C2=CC1)S(=O)(=O)C1=CC=C(C)C=C1)C[C@@H]1N(CCC1)C ((R)-5-Bromo-3-(1-methyl-2-pyrrolidinylmethyl)-1-tosyl-1H-indole). Conditions: time 2 hour. Procedure: To a stirred solution of (R)-5-bromo-3-(1-methyl-2-pyrrolidinylmethyl)-1H-indole (10.0 g, 34.1 mmol) in ethyleneglycol dimethylether (50 ml) at 0° C. under a nitrogen atmosphere was added potassium hydroxide flake (9.58 g, 171 mmol) in one portion. Para-toluenesulfonyl chloride (6.83 g, 35.8 mmol) was then added portionwise to the brown slurry over a 5 min period, maintaining the temperature below 5° C. The brown slurry was then warmed to ambient temperature and stirred for a further 2 hr. The m... RXN SMILES: [Br:1][C:2]1[CH:3]=[C:4]2[C:8](=[CH:9][CH:10]=1)[NH:7][CH:6]=[C:5]2[CH2:11][C@H:12]1[CH2:16][CH2:15][CH2:14][N:13]1[CH3:17].[OH-].[K+].[C:20]1([CH3:30])[CH:25]=[CH:24][C:23]([S:26](Cl)(=[O:28])=[O:27])=[CH:22][CH:21]=1>COCCOC>[Br:1][C:2]1[CH:3]=[C:4]2[C:8](=[CH:9][CH:10]=1)[N:7]([S:26]([C:23]1[CH:24]=[CH:25][C:20]([CH3:30])=[CH:21][CH:22]=1)(=[O:28])=[O:27])[CH:6]=[C:5]2[CH2:11][C@H:12]1[CH2:16][CH2:15][CH2:14][N:13]1[CH3:17] |f:1.2|. Run in COCCOC (ethyleneglycol dimethylether). The reactants are CCOC(OCC)P([O-])OCC, CC(=O)O, CCO, N#CC=Cc1ccc(Cl)cc1, [H-], [Na+]. Yields the product CCOC(OCC)P(=O)(OCC)C(CC#N)c1ccc(Cl)cc1. As a reaction SMILES: [CH2:1]([CH3:2])[O:3][CH:4]([O:5][CH2:6][CH3:7])[P:8]([O:9][CH2:10][CH3:11])[O-:12].[CH3:26][C:27](=[O:28])[OH:29].[CH3:30][CH2:31][OH:32].[Cl:13][c:14]1[cH:15][cH:16][c:17]([CH:18]=[CH:19][C:20]#[N:21])[cH:22][cH:23]1.[H-:24].[Na+:25]>>[CH2:1]([CH3:2])[O:3][CH:4]([O:5][CH2:6][CH3:7])[P:8]([O:9][CH2:10][CH3:11])(=[O:12])[CH:18]([c:17]1[cH:16][cH:15][c:14]([Cl:13])[cH:23][cH:22]1)[CH2:19][C:20]#[N:21]. The reactants are C(c1ccc2c(c1)cn[nH]2)=O, CC1=CN=C(C=C1)N, [C-]#[N+]C1CCCCC1. Reagents/catalysts: O=C(O)C(F)(F)F (trifluoroacetic acid). Run in CC(C)O (isopropyl alcohol), CC(C)O (isopropylalcohol). Run at temperature 22 celsius, time 20 hour. Yields the product Cc1ccc2nc(c3ccc4c(c3)cn[nH]4)c(NC3CCCCC3)n2c1. The yield is 26.0%. Reaction SMILES: CC1=CC=C(N)N=C1.[C-]#[N+]C1CCCCC1.O=CC1=CC=C2NN=CC2=C1>>CC1=CN2C(C=C1)=NC(=C2NC1CCCCC1)C1=CC=C2NN=CC2=C1. The reactants are CC(C)(CO)C(=O)NC1CCCC1, N#Cc1c(N)cccc1F. Yields the product CC(C)(COc1cccc(N)c1C#N)C(=O)NC1CCCC1. Reaction SMILES: [CH:1]1([NH:6][C:7]([C:8]([CH2:9][OH:10])([CH3:11])[CH3:12])=[O:13])[CH2:2][CH2:3][CH2:4][CH2:5]1.[NH2:14][c:15]1[c:16]([C:17]#[N:18])[c:19]([F:23])[cH:20][cH:21][cH:22]1>>[CH:1]1([NH:6][C:7]([C:8]([CH2:9][O:10][c:19]2[c:16]([C:17]#[N:18])[c:15]([NH2:14])[cH:22][cH:21][cH:20]2)([CH3:11])[CH3:12])=[O:13])[CH2:2][CH2:3][CH2:4][CH2:5]1. The reactants are C1(=CC=CC=C1)C#CC1=CC=C(C(=O)N[C@H](CC(=O)[O-])C[N+](C)(C)C)C=C1 ((R)-3-(4-(phenylethynyl)benzamido)-4-(trimethylammonio)butanoate). The reagents and catalysts are [Pd] (Pd/C). Solvent: CO (MeOH). Run at time 8 hour. Yields the product C(CC1=CC=CC=C1)C1=CC=C(C(=O)N[C@H](CC(=O)[O-])C[N+](C)(C)C)C=C1 ((R)-3-(4-phenethylbenzamido)-4-(trimethylammonio)butanoate). Yield: 20.1%. Reaction SMILES: [C:1]1([C:7]#[C:8][C:9]2[CH:27]=[CH:26][C:12]([C:13]([NH:15][C@@H:16]([CH2:21][N+:22]([CH3:25])([CH3:24])[CH3:23])[CH2:17][C:18]([O-:20])=[O:19])=[O:14])=[CH:11][CH:10]=2)[CH:6]=[CH:5][CH:4]=[CH:3][CH:2]=1>[Pd].CO>[CH2:8]([C:9]1[CH:27]=[CH:26][C:12]([C:13]([NH:15][C@@H:16]([CH2:21][N+:22]([CH3:23])([CH3:25])[CH3:24])[CH2:17][C:18]([O-:20])=[O:19])=[O:14])=[CH:11][CH:10]=1)[CH2:7][C:1]1[CH:2]=[CH:3][CH:4]=[CH:5][CH:6]=1. Procedure details: (R)-3-(4-(phenylethynyl)benzamido)-4-(trimethylammonio)butanoate (10 mg, 0.027 mmol) was dissolved into MeOH (1 mL). The solution was treated with 10% Pd/C (0.5 mg). The mixture was stirred under hydrogen at room temperature overnight, and filtered through celite. MeOH was removed under vacuum. The residue was loaded onto a silica gel column and eluted with 4:1 MeOH/DCM to give the title compound as a white powder (2 mg, 22%). 1H NMR (400 MHz, D2O) δ 7.54 (d, 2H, J=8 Hz), 7.22-7.18 (m, 4H), 7.13... Reactants: FC(S(=O)(=O)OC=1C=CC2=C(CC3=C(C(C2)CC(=O)OCC)C=CC=C3)C1)(F)F (ethyl (±)-10,11-dihydro-3-(trifluoromethanesulfonyloxy)-5H-dibenzo[a,d]cycloheptene-10-acetate), O1C(CCCC1)OCCC#C[Sn](CCCC)(CCCC)CCCC (4-(2-tetrahydropyranyloxy)-1-tributylstannyl-1-butyne), [Li+].[Cl-] (LiCl). Reagents/catalysts: Cl[Pd]([P](C1=CC=CC=C1)(C2=CC=CC=C2)C3=CC=CC=C3)([P](C4=CC=CC=C4)(C5=CC=CC=C5)C6=CC=CC=C6)Cl (bis(triphenylphosphine)palladium dichloride). Solvent: O1CCOCC1 (dioxane). Run at time 1.5 hour. The product is O1C(CCCC1)OCCC#CC=1C=CC2=C(CC3=C(C(=C2)CC(=O)OCC)C=CC=C3)C1 (Ethyl (±)-3-[4-(2-tetrahydropyranyloxy)-1-butyn-1-yl]-5H-dibenzo[a,d]cycloheptene-10-acetate). The yield is 83.1%. Reaction SMILES: FC(F)(F)S(O[C:7]1[CH:8]=[CH:9][C:10]2[CH2:16][CH:15]([CH2:17][C:18]([O:20][CH2:21][CH3:22])=[O:19])[C:14]3[CH:23]=[CH:24][CH:25]=[CH:26][C:13]=3[CH2:12][C:11]=2[CH:27]=1)(=O)=O.[O:30]1[CH2:35][CH2:34][CH2:33][CH2:32][CH:31]1[O:36][CH2:37][CH2:38][C:39]#[C:40][Sn](CCCC)(CCCC)CCCC.[Li+].[Cl-]>Cl[Pd](Cl)([P](C1C=CC=CC=1)(C1C=CC=CC=1)C1C=CC=CC=1)[P](C1C=CC=CC=1)(C1C=CC=CC=1)C1C=CC=CC=1.O1CCOCC1>[O:30]1[CH2:35][CH2:34][CH2:33][CH2:32][CH:31]1[O:36][CH2:37][CH2:38][C:39]#[C:40][C:7]1[CH:8]=[CH:9][C:10]2[CH:16]=[C:15]([CH2:17][C:18]([O:20][CH2:21][CH3:22])=[O:19])[C:14]3[CH:23]=[CH:24][CH:25]=[CH:26][C:13]=3[CH2:12][C:11]=2[CH:27]=1 |f:2.3,^1:58,77|. Reported procedure: A mixture of ethyl (±)-10,11-dihydro-3-(trifluoromethanesulfonyloxy)-5H-dibenzo[a,d]cycloheptene-10-acetate (1.34 g, 3.13 mmole), 4-(2-tetrahydropyranyloxy)-1-tributylstannyl-1-butyne (1.66 g, 3.76 mmole), LiCl (398 mg, 9.39 mmole), bis(triphenylphosphine)palladium dichloride (110 mg, 0.094 mmole), and anhydrous dioxane (31 mL) was heated at reflux under argon. After 1.5 hr, the reaction was concentrated to remove most of the dioxane, and the residue was taken up in Et2O (100 mL). 10% KF (50 mL)... Starting materials: C(C1=CC=CC=C1)OCCCC#CC1=C2C=3C=CC(=CC3CC[C@]2([C@@H]2CC[C@@H]([C@@]2(C)C1)OC1OCCCC1)C#N)OC (11-[5-(Benzyloxy)-pent-1-inyl]-3-methoxy-17β-(tetrahydropyran-2-yloxy)-estra-1,3,5(10),9(11)-tetraene-8-carbonitrile). The reagents and catalysts are [Pd] (palladium). The solvent is O1CCCC1.CO (tetrahydrofuran methanol). The product is C(C1=CC=CC=C1)OCCCCCC1=C2C=3C=CC(=CC3CC[C@]2([C@@H]2CC[C@@H]([C@@]2(C)C1)OC1OCCCC1)C#N)OC (11-[5-(Benzyloxy)-pentyl]-3-methoxy-17β-(tetrahydropyran-2-yloxy)-estra-1,3,5(10),9(11)-tetraene-8-carbonitrile). Isolated yield 100.2%. As a reaction SMILES: [CH2:1]([O:8][CH2:9][CH2:10][CH2:11][C:12]#[C:13][C:14]1[CH2:31][C@@:29]2([CH3:30])[C@@H:25]([CH2:26][CH2:27][C@@H:28]2[O:32][CH:33]2[CH2:38][CH2:37][CH2:36][CH2:35][O:34]2)[C@@:24]2([C:39]#[N:40])[C:15]=1[C:16]1[CH:17]=[CH:18][C:19]([O:41][CH3:42])=[CH:20][C:21]=1[CH2:22][CH2:23]2)[C:2]1[CH:7]=[CH:6][CH:5]=[CH:4][CH:3]=1>O1CCCC1.CO.[Pd]>[CH2:1]([O:8][CH2:9][CH2:10][CH2:11][CH2:12][CH2:13][C:14]1[CH2:31][C@@:29]2([CH3:30])[C@@H:25]([CH2:26][CH2:27][C@@H:28]2[O:32][CH:33]2[CH2:38][CH2:37][CH2:36][CH2:35][O:34]2)[C@@:24]2([C:39]#[N:40])[C:15]=1[C:16]1[CH:17]=[CH:18][C:19]([O:41][CH3:42])=[CH:20][C:21]=1[CH2:22][CH2:23]2)[C:2]1[CH:7]=[CH:6][CH:5]=[CH:4][CH:3]=1 |f:1.2|. Procedure: A solution of 15.26 g of alkyne 3 in 300 ml of tetrahydrofuran/methanol (3:1) is mixed with 2.7 g of palladium (10% on magnesium carbonate) and stirred at room temperature under a hydrogen atmosphere (1 bar) until the reaction is completed. For working-up, it is filtered on Celite and concentrated by evaporation in a vacuum. 15.4 g of a colorless foam 4 is obtained, which is used without further purification in the next stage (GC-MS: m/z theor.: 569, pract.: 569).